Task: describe an organic reaction: reactants, conditions, products, and yield. Dataset: the Open Reaction Database (ORD), a public repository of structured organic reaction records The reactants are C(C)(=O)N1CCC(CC1)CNC=1SC2=C(N1)C=CC=C2 (1-acetyl-N-(2-benzothiazolyl)-4-piperidinemethanamine), [H-].[Na+] (sodium hydride), CN(C=O)C (N,N-dimethylformamide), IC (iodomethane). Solvent: O (water). Reaction conditions: time 1 hour. Yields the product C(C)(=O)N1CCC(CC1)CN(C)C=1SC2=C(N1)C=CC=C2 (1-acetyl-N-(2-benzothiazolyl)-N-methyl-4-piperidinemethanamine), intermediate 52. The yield is 84.0%. RXN SMILES: [C:1]([N:4]1[CH2:9][CH2:8][CH:7]([CH2:10][NH:11][C:12]2[S:13][C:14]3[CH:20]=[CH:19][CH:18]=[CH:17][C:15]=3[N:16]=2)[CH2:6][CH2:5]1)(=[O:3])[CH3:2].[H-].[Na+].[CH3:23]N(C)C=O.IC>O>[C:1]([N:4]1[CH2:5][CH2:6][CH:7]([CH2:10][N:11]([C:12]2[S:13][C:14]3[CH:20]=[CH:19][CH:18]=[CH:17][C:15]=3[N:16]=2)[CH3:23])[CH2:8][CH2:9]1)(=[O:3])[CH3:2] |f:1.2|. Procedure: A mixture of 8.7 part of 1-acetyl-N-(2-benzothiazolyl)-4-piperidinemethanamine, 1.44 parts of a sodium hydride dispersion 60% and 270 parts of N,N-dimethylformamide was stirred for 1 hour at room temperature. 5.48 Parts of iodomethane were added dropwise slowly. Upon completion, stirring was continued overnight at room temperature. The reaction mixture was poured into water. The product was extracted with 4-methyl-2-pentanone. The extract was dried, filtered and evaporated in vacuo. The residue ... Procedure: In substantially the same manner as in Working Example 109, 1-[3-(4-hydroxyphenyl)propyl]imidazole was allowed to react with 2-benzyloxy-5-chloromethylpyridine to give 2-benzyloxy-5-[4-[3-(1-imidazolyl)propyl]phenoxymethyl]pyridine. The yield was 65%. Recrystallization from ethyl acetate-hexane gave colorless prisms, mp 84-85° C. Reaction SMILES: [OH:1][C:2]1[CH:7]=[CH:6][C:5]([CH2:8][CH2:9][CH2:10][N:11]2[CH:15]=[CH:14][N:13]=[CH:12]2)=[CH:4][CH:3]=1.[CH2:16]([O:23][C:24]1[CH:29]=[CH:28][C:27]([CH2:30]Cl)=[CH:26][N:25]=1)[C:17]1[CH:22]=[CH:21][CH:20]=[CH:19][CH:18]=1>>[CH2:16]([O:23][C:24]1[CH:29]=[CH:28][C:27]([CH2:30][O:1][C:2]2[CH:7]=[CH:6][C:5]([CH2:8][CH2:9][CH2:10][N:11]3[CH:15]=[CH:14][N:13]=[CH:12]3)=[CH:4][CH:3]=2)=[CH:26][N:25]=1)[C:17]1[CH:18]=[CH:19][CH:20]=[CH:21][CH:22]=1. The reactants are OC1=CC=C(C=C1)CCCN1C=NC=C1 (1-[3-(4-hydroxyphenyl)propyl]imidazole), C(C1=CC=CC=C1)OC1=NC=C(C=C1)CCl (2-benzyloxy-5-chloromethylpyridine). The product is C(C1=CC=CC=C1)OC1=NC=C(C=C1)COC1=CC=C(C=C1)CCCN1C=NC=C1 (2-benzyloxy-5-[4-[3-(1-imidazolyl)propyl]phenoxymethyl]pyridine). Isolated yield 65.0%. Starting materials: Cc1cc(=O)c2cccc(C)c2o1, O=[N+]([O-])O, O=S(=O)(O)O. Yields the product Cc1cc(=O)c2c([N+](=O)[O-])ccc(C)c2o1. RXN SMILES: [CH3:1][c:2]1[o:3][c:4]2[c:5]([CH3:13])[cH:6][cH:7][cH:8][c:9]2[c:10](=[O:12])[cH:11]1.[OH:14][N+:15]([O-:16])=[O:17].[S:18](=[O:19])(=[O:20])([OH:21])[OH:22]>>[CH3:1][c:2]1[o:3][c:4]2[c:5]([CH3:13])[cH:6][cH:7][c:8]([N+:15](=[O:14])[O-:16])[c:9]2[c:10](=[O:12])[cH:11]1.